This data is from the Open Reaction Database (ORD), a public repository of structured organic reaction records. The task is: describe an organic reaction: reactants, conditions, products, and yield The reactants are CN1CCCC1CCCl, Cl, [H-], Nc1cccc(O)c1, [Na+], CN(C)C=O. The product is CN1CCCC1CCOc1cccc(N)c1. RXN SMILES: [Cl:12][CH2:13][CH2:14][CH:15]1[N:16]([CH3:20])[CH2:17][CH2:18][CH2:19]1.[ClH:11].[H-:10].[NH2:1][c:2]1[cH:3][cH:4][cH:5][c:6]([OH:7])[cH:8]1.[Na+:9].[O:21]=[CH:22][N:23]([CH3:24])[CH3:25]>>[NH2:1][c:2]1[cH:3][cH:4][cH:5][c:6]([O:7][CH2:13][CH2:14][CH:15]2[N:16]([CH3:20])[CH2:17][CH2:18][CH2:19]2)[cH:8]1. The reactants are FC1=C(C=C(C#N)C=C1)C(F)(F)F (4-fluoro-3-(trifluoromethyl)benzonitrile), C1(CC1)CN ((cyclopropylmethyl)amine). Product: C1(CC1)CNC1=C(C=C(C#N)C=C1)C(F)(F)F (4-[(Cyclopropylmethyl)amino]-3-(trifluoromethyl)benzonitrile). As a reaction SMILES: F[C:2]1[CH:9]=[CH:8][C:5]([C:6]#[N:7])=[CH:4][C:3]=1[C:10]([F:13])([F:12])[F:11].[CH:14]1([CH2:17][NH2:18])[CH2:16][CH2:15]1>>[CH:14]1([CH2:17][NH:18][C:2]2[CH:9]=[CH:8][C:5]([C:6]#[N:7])=[CH:4][C:3]=2[C:10]([F:13])([F:12])[F:11])[CH2:16][CH2:15]1. Reported procedure: Synthesized as described in Example 1A from 4-fluoro-3-(trifluoromethyl)benzonitrile and (cyclopropylmethyl)amine: MS (APCI) m/z 241 (M+1). Isolated yield 74.1%. Reported procedure: Z-Leu-Arg-OEt was dissolved in 500 mL of methanol. NH2NH2.H2O 150 mL was added with ice cooling to the solution, then the mixture was stirred at room temperature for 18 hours. The reaction mixture was concentrated under reduced pressure, 500 mL of water was added to the obtained residue, then the product was extracted 5 times with 1000 mL of n-butanol. The extract was washed 4 times with 500 mL of water, then concentrated under reduced pressure. The resulting residue was solidified by treatment ... Solvent: CO (methanol). Yields the product N([C@@H](CC(C)C)C(=O)N[C@@H](CCCNC(N)=N)C(=O)NN)C(=O)OCC1=CC=CC=C1 (Z-Leu-Arg-NHNH2). Reaction SMILES: [NH:1]([C:23]([O:25][CH2:26][C:27]1[CH:32]=[CH:31][CH:30]=[CH:29][CH:28]=1)=[O:24])[C@H:2]([C:7]([NH:9][C@H:10]([C:18](OCC)=[O:19])[CH2:11][CH2:12][CH2:13][NH:14][C:15](=[NH:17])[NH2:16])=[O:8])[CH2:3][CH:4]([CH3:6])[CH3:5].[NH2:33][NH2:34].O>CO>[NH:1]([C:23]([O:25][CH2:26][C:27]1[CH:32]=[CH:31][CH:30]=[CH:29][CH:28]=1)=[O:24])[C@H:2]([C:7]([NH:9][C@H:10]([C:18]([NH:33][NH2:34])=[O:19])[CH2:11][CH2:12][CH2:13][NH:14][C:15](=[NH:17])[NH2:16])=[O:8])[CH2:3][CH:4]([CH3:6])[CH3:5] |f:1.2|. The reactants are N([C@@H](CC(C)C)C(=O)N[C@@H](CCCNC(N)=N)C(=O)OCC)C(=O)OCC1=CC=CC=C1 (Z-Leu-Arg-OEt), NN.O (NH2NH2.H2O). Conditions: time 18 hour. The reactants are N#N.Cl.CC1C(CC2=C(C(=C(C=C12)Br)N)[N+](=O)[O-])N (N2 methyl-2,5-diamino-6-bromo-4-nitroindane hydrochloride), CO (methanol), C(C(=O)O)(=O)O (oxalic acid). The reagents and catalysts are [Pd] (Pd/C). Conditions: temperature 100 celsius, time 6 hour. Product: CNC1CC2=C(C=3NC(C(NC3C=C2)=O)=O)C1 (8-Methylamino-4,7,8,9-tetrahydro-1H-cyclopenta[f]quinoxaline-2,3-dione). RXN SMILES: N#N.Cl.C[CH:5]1[C:13]2[C:8](=[C:9]([N+:16]([O-])=O)[C:10]([NH2:15])=[C:11](Br)[CH:12]=2)[CH2:7][CH:6]1[NH2:19].[C:20]([OH:25])(=O)[C:21](O)=[O:22].[CH3:26]O>[Pd]>[CH3:26][NH:19][CH:6]1[CH2:7][C:8]2[C:9]3[NH:16][C:20](=[O:25])[C:21](=[O:22])[NH:15][C:10]=3[CH:11]=[CH:12][C:13]=2[CH2:5]1 |f:0.1.2|. Procedure: A mixture of N2 -methyl-2,5-diamino-6-bromo-4-nitroindane hydrochloride (17.2 g, 53 mmol) and 20% Pd/C (1 g) in methanol (250 mL) was shaken on a Parr hydrogenation apparatus under a hydrogen atmosphere (50 psi) for 6 h. After removing the catalyst, the filtrate was evaporated and the residue taken up in 2N HCl 250 mL) and oxalic acid (13 g, 0.1 mmol) and heated at 100° C. for 5 h. The mixture was cooled in a refrigerator overnight, and the resulting precipitate was collected by filtration and w... The reactants are [Mg] (Magnesium), C1=CC=CC=2C3C4=CC=CC=C4C(C12)(C3)CN3CCC(CC3)=O (1-(9,10-Dihydro-9,10-methanoanthracen-9-ylmethyl)-4-piperidinone), COC1=CC=C(CCl)C=C1 (4-methoxybenzyl chloride), [I-].[Li+] (lithium iodide). The solvent is O1CCCC1 (tetrahydrofuran), C(C)OCC (Diethyl ether). Run at time 18 hour. The product is C1=CC=CC=2C3C4=CC=CC=C4C(C12)(C3)CN3CCC(CC3)(O)CC3=CC=C(C=C3)OC (1-(9,10-Dihydro-9,10-methanoanthracen-9-ylmethyl)-4-(4-methoxybenzyl)piperidin-4-ol). Isolated yield 68.1%. As a reaction SMILES: [Mg].[I-].[Li+].[CH3:4][O:5][C:6]1[CH:13]=[CH:12][C:9]([CH2:10]Cl)=[CH:8][CH:7]=1.[CH:14]1[C:27]2[C:26]3([CH2:29][N:30]4[CH2:35][CH2:34][C:33](=[O:36])[CH2:32][CH2:31]4)[CH2:28][CH:19]([C:20]4[C:25]3=[CH:24][CH:23]=[CH:22][CH:21]=4)[C:18]=2[CH:17]=[CH:16][CH:15]=1>O1CCCC1.C(OCC)C>[CH:24]1[C:25]2[C:26]3([CH2:29][N:30]4[CH2:35][CH2:34][C:33]([CH2:10][C:9]5[CH:12]=[CH:13][C:6]([O:5][CH3:4])=[CH:7][CH:8]=5)([OH:36])[CH2:32][CH2:31]4)[CH2:28][CH:19]([C:18]4[C:27]3=[CH:14][CH:15]=[CH:16][CH:17]=4)[C:20]=2[CH:21]=[CH:22][CH:23]=1 |f:1.2|. Procedure details: Magnesium turnings (0.32 g, 1.32 mmol, 1.3 eq) were stirred in the absence of solvent for 15 min under nitrogen. Diethyl ether (20 mL) and catalytic lithium iodide were added, and the suspension was stirred vigorously for an additional 15 min at which time 4-methoxybenzyl chloride (1.08 mL, 7.0 mmol, 8 eq) was syringed into the reaction flask in portions. The reaction was refluxed for 3 h to assure Grignard formation and recooled to room temperature. 1-(9,10-Dihydro-9,10-methanoanthracen-9-ylmet... Procedure details: 2-(Benzo[1,2,5]thiadiazole-4-sulfonylamino)-4-chloro-benzoic acid was coupled to (2S,3R)-2-amino-3-(3,4-dichloro-phenyl)-butyric acid methyl ester as in EXAMPLE 1, Part C. The resulting methyl ester was hydrolyzed as in EXAMPLE 2, Part E, to afford the title compound. HPLC: RT=10.22 min. MS (ESI−): mass calcd. for C23H17Cl3N4O5S2, 597.97; m/z found, 597/599 [M−H]−. 1H NMR (500 MHz, CDCl3): 11.26 (s, 1H), 8.36 (d, J=7.0, 1H), 8.21 (d, J=8.8, 1H), 7.73-7.70 (m, 2H), 7.37 (d, J=8.3, 1H), 7.27 (m, 1... The reactants are N1=C2C(=NS1)C(=CC=C2)S(=O)(=O)NC2=C(C(=O)O)C=CC(=C2)Cl (2-(Benzo[1,2,5]thiadiazole-4-sulfonylamino)-4-chloro-benzoic acid), COC([C@H]([C@H](C)C1=CC(=C(C=C1)Cl)Cl)N)=O ((2S,3R)-2-amino-3-(3,4-dichloro-phenyl)-butyric acid methyl ester), methyl ester. The product is N1=C2C(=NS1)C(=CC=C2)S(=O)(=O)NC2=C(C(=O)N[C@H](C(=O)O)[C@H](C)C1=CC(=C(C=C1)Cl)Cl)C=CC(=C2)Cl ((2S,3R)-2-[2-(Benzo[1,2,5]thiadiazole-4-sulfonylamino)-4-chloro-benzoylamino]-3-(3,4-dichloro-phenyl)-butyric acid). As a reaction SMILES: [N:1]1[S:5][N:4]=[C:3]2[C:6]([S:10]([NH:13][C:14]3[CH:22]=[C:21]([Cl:23])[CH:20]=[CH:19][C:15]=3[C:16](O)=[O:17])(=[O:12])=[O:11])=[CH:7][CH:8]=[CH:9][C:2]=12.C[O:25][C:26](=[O:39])[C@@H:27]([NH2:38])[C@@H:28]([C:30]1[CH:35]=[CH:34][C:33]([Cl:36])=[C:32]([Cl:37])[CH:31]=1)[CH3:29]>>[N:1]1[S:5][N:4]=[C:3]2[C:6]([S:10]([NH:13][C:14]3[CH:22]=[C:21]([Cl:23])[CH:20]=[CH:19][C:15]=3[C:16]([NH:38][C@@H:27]([C@@H:28]([C:30]3[CH:35]=[CH:34][C:33]([Cl:36])=[C:32]([Cl:37])[CH:31]=3)[CH3:29])[C:26]([OH:25])=[O:39])=[O:17])(=[O:12])=[O:11])=[CH:7][CH:8]=[CH:9][C:2]=12.